From a dataset of the Open Reaction Database (ORD), a public repository of structured organic reaction records. describe an organic reaction: reactants, conditions, products, and yield The reactants are CCN(C(C)C)C(C)C (DIEA), BrC=1C=CC(=NC1)C1NCCC1 (5-bromo-2-(pyrrolidin-2-yl)pyridine), C(=O)(OCC1=CC=CC=C1)Cl (CbzCl). Solvent: C(Cl)Cl (DCM). Conditions: time 2 hour. Product: BrC=1C=CC(=NC1)C1N(CCC1)C(=O)OCC1=CC=CC=C1 (benzyl 2-(5-bromopyridin-2-yl)pyrrolidine-1-carboxylate). Reaction SMILES: [Br:1][C:2]1[CH:3]=[CH:4][C:5]([CH:8]2[CH2:12][CH2:11][CH2:10][NH:9]2)=[N:6][CH:7]=1.CCN(C(C)C)C(C)C.[C:22](Cl)([O:24][CH2:25][C:26]1[CH:31]=[CH:30][CH:29]=[CH:28][CH:27]=1)=[O:23]>C(Cl)Cl>[Br:1][C:2]1[CH:3]=[CH:4][C:5]([CH:8]2[CH2:12][CH2:11][CH2:10][N:9]2[C:22]([O:24][CH2:25][C:26]2[CH:31]=[CH:30][CH:29]=[CH:28][CH:27]=2)=[O:23])=[N:6][CH:7]=1. Procedure: To a suspension of 5-bromo-2-(pyrrolidin-2-yl)pyridine (2.67 g, 11.8 mmol) in DCM (20 mL) at 0° C. was added DIEA (1.5 eq), followed by CbzCl (1.1 eq). The resulting clear solution was warmed to it and stirred for 2 h. The reaction mixture was washed with brine, dried over Na2SO4, and concentrated. The crude product was purified by a SiO2 column (0-50% EtOAc/Hexanes, Rf=0.35 in 50% EtOAc) to afford the titled compound as a brownish oil (3.63 g). The reactants are OOS(=O)[O-].[K+] (OXONE), CCOC(=O)C (EtOAc), C(C=CC1=CC=CC=C1)(=O)OC (Methyl cinnamate), [O-]S(=O)[O-].[Na+].[Na+] (Na2SO3). Reagents/catalysts: O=[Os](=O)(=O)=O (OsO4). Run in CN(C)C=O (DMF). Run at time 5 minute. Product: C(C1=CC=CC=C1)(=O)O (Benzoic acid). Isolated yield 94.0%. Reaction SMILES: [C:1](OC)(=O)[CH:2]=[CH:3][C:4]1C=CC=C[CH:5]=1.OOS([O-])=O.[K+].[O-]S([O-])=O.[Na+].[Na+].CC[O:27][C:28]([CH3:30])=[O:29]>CN(C=O)C.O=[Os](=O)(=O)=O>[C:28]([OH:27])(=[O:29])[C:30]1[CH:5]=[CH:4][CH:3]=[CH:2][CH:1]=1 |f:1.2,3.4.5|. Reported procedure: Methyl cinnamate (100 mg) was dissolved in DMF (5 mL), and OsO4 (0.076 mL, 2.5% in tBuOH) was added and stirred for 5 min. OXONE (1.52 g) was added in one portion and the reaction had a final volume (7 mL). The reaction was stirred at room temperature for 3 hours or until the solution becomes colorless. This usually marks the completion of the reaction which was verified by TLC or GC. Na2SO3 (600 mg) was added, to reduce the remaining Os(VIII), and stirred for an additional hour or until solutio...